Dataset: the Open Reaction Database (ORD), a public repository of structured organic reaction records. Task: describe an organic reaction: reactants, conditions, products, and yield The reactants are C(C)(=O)OCC (ethyl acetate), C([O-])([O-])=O.[K+].[K+] (potassium carbonate), C(C)C(C(=O)OC)(C(=O)OC)C(CC1=C(C=CC(=C1)Cl)[N+](=O)[O-])C1=CC=C(C=C1)OC (Ethyl-[2-(5-chloro-2-nitrophenyl)-1-(4-methoxyphenyl) ethyl]propanedioic acid, dimethyl ester), stannous chloride dihydrate, Cl (hydrochloric acid), C([O-])([O-])=O.[K+].[K+] (potassium carbonate). Run in CO (methanol). Conditions: time 2 hour. The product is C(C)C(C(=O)OC)(C(=O)OC)C(CC1=C(C=CC(=C1)Cl)N)C1=CC=C(C=C1)OC (α-Ethyl-[2-(5-chloro-2-aminophenyl)-1-(4-methoxyphenyl)ethyl]propanedioic acid, dimethyl ester). As a reaction SMILES: [CH2:1]([C:3]([CH:12]([C:24]1[CH:29]=[CH:28][C:27]([O:30][CH3:31])=[CH:26][CH:25]=1)[CH2:13][C:14]1[CH:19]=[C:18]([Cl:20])[CH:17]=[CH:16][C:15]=1[N+:21]([O-])=O)([C:8]([O:10][CH3:11])=[O:9])[C:4]([O:6][CH3:7])=[O:5])[CH3:2].Cl.C(OCC)(=O)C.C(=O)([O-])[O-].[K+].[K+]>CO>[CH2:1]([C:3]([CH:12]([C:24]1[CH:29]=[CH:28][C:27]([O:30][CH3:31])=[CH:26][CH:25]=1)[CH2:13][C:14]1[CH:19]=[C:18]([Cl:20])[CH:17]=[CH:16][C:15]=1[NH2:21])([C:8]([O:10][CH3:11])=[O:9])[C:4]([O:6][CH3:7])=[O:5])[CH3:2] |f:3.4.5|. Reported procedure: α -Ethyl-[2-(5-chloro-2-nitrophenyl)-1-(4-methoxyphenyl) ethyl]propanedioic acid, dimethyl ester (12.64 g, 28.10 mmole) was dissolved in methanol (600 ml) under argon at room temperature. Powdered stannous chloride dihydrate (32.98 g, 146.2 mmole, 5.2 eq) was added followed by concentrated hydrochloric acid (36 ml) with stirring. The solution turned clear and homogeneous. After 2 hours, Celite, ethyl acetate and saturated potassium carbonate solution were added with stirring. (The potassium carb... Reactants: CC(C)C[Al+]CC(C)C, CON=C(C(=O)OC)c1ccccc1CON=C(C)c1cccc(C(F)(F)F)c1, CO, ClCCl, [H-], Cc1ccccc1. RXN SMILES: [CH2:9]([Al+:10][CH2:11][CH:12]([CH3:13])[CH3:14])[CH:15]([CH3:16])[CH3:17].[CH3:18][C:19]([c:20]1[cH:21][c:22]([C:26]([F:27])([F:28])[F:29])[cH:23][cH:24][cH:25]1)=[N:30][O:31][CH2:32][c:33]1[c:34]([C:39]([C:40](=[O:41])[O:42][CH3:43])=[N:44][O:45][CH3:46])[cH:35][cH:36][cH:37][cH:38]1.[CH3:50][OH:51].[Cl:47][CH2:48][Cl:49].[H-:8].[c:1]1([CH3:2])[cH:3][cH:4][cH:5][cH:6][cH:7]1>>[CH3:18][C:19]([c:20]1[cH:21][c:22]([C:26]([F:27])([F:28])[F:29])[cH:23][cH:24][cH:25]1)=[N:30][O:31][CH2:32][c:33]1[c:34]([C:39]([CH:40]=[O:41])=[N:44][O:45][CH3:46])[cH:35][cH:36][cH:37][cH:38]1. Yields the product CON=C(C=O)c1ccccc1CON=C(C)c1cccc(C(F)(F)F)c1. Procedure: The captioned compound was obtained in the form of a white solid by performing the same reactions and/or treatments as those in Examples 1, 2, and 3, with the exceptions that t-butyl 5-chlorospiro[indoline-3,3′-pyrrolidine]-1′-carboxylate was used instead of t-butyl 5-bromospiro[indoline-3,3′-pyrrolidine]-1′-carboxylate, that 2-amino-4-methylthiazole was used instead of 2-amino-5-chlorothiazole hydrochloride, and that methyl chloroformate was used instead of acetyl chloride. Product: ClC=1C=C2C(=CC1)N(CC21CN(CC1)C(=O)OC)C(NC=1SC=C(N1)C)=O (methyl 5-chloro-1-((4-methylthiazol-2-yl)carbamoyl)spiro[indoline-3,3′-pyrrolidine]-1′-carboxylate). Reaction SMILES: [Cl:1][C:2]1[CH:3]=[C:4]2[C:10]3([CH2:14][CH2:13][N:12]([C:15]([O:17][C:18](C)(C)C)=[O:16])[CH2:11]3)[CH2:9][NH:8][C:5]2=[CH:6][CH:7]=1.[NH2:22][C:23]1[S:24][CH:25]=[C:26]([CH3:28])[N:27]=1.Cl[C:30](OC)=[O:31]>>[Cl:1][C:2]1[CH:3]=[C:4]2[C:10]3([CH2:14][CH2:13][N:12]([C:15]([O:17][CH3:18])=[O:16])[CH2:11]3)[CH2:9][N:8]([C:30](=[O:31])[NH:22][C:23]3[S:24][CH:25]=[C:26]([CH3:28])[N:27]=3)[C:5]2=[CH:6][CH:7]=1. Starting materials: ClC=1C=C2C(=CC1)NCC21CN(CC1)C(=O)OC(C)(C)C (t-butyl 5-chlorospiro[indoline-3,3′-pyrrolidine]-1′-carboxylate), NC=1SC=C(N1)C (2-amino-4-methylthiazole), ClC(=O)OC (methyl chloroformate). The reagents and catalysts are [Br-].C[P+](C1=CC=CC=C1)(C1=CC=CC=C1)C1=CC=CC=C1 (methyl triphenylphosphonium bromide). As a reaction SMILES: [CH2:1]([Li])CCC.CCCCCC.[CH:12]1([N:15]([CH2:25][C:26]2[CH:27]=[C:28]([C:32](=O)[CH3:33])[CH:29]=[CH:30][CH:31]=2)[CH2:16]/[CH:17]=[CH:18]/[C:19]#[C:20][C:21]([CH3:24])([CH3:23])[CH3:22])[CH2:14][CH2:13]1>[Br-].C[P+](C1C=CC=CC=1)(C1C=CC=CC=1)C1C=CC=CC=1>[CH:12]1([N:15]([CH2:25][C:26]2[CH:31]=[CH:30][CH:29]=[C:28]([C:32]([CH3:33])=[CH2:1])[CH:27]=2)[CH2:16]/[CH:17]=[CH:18]/[C:19]#[C:20][C:21]([CH3:24])([CH3:23])[CH3:22])[CH2:14][CH2:13]1 |f:3.4|. Product: C1(CC1)N(C\C=C\C#CC(C)(C)C)CC1=CC(=CC=C1)C(=C)C (trans-N-Cyclopropyl-N-(6,6-dimethyl-2-hepten-4-ynyl)-(3-isopropenylbenzyl)amine). Procedure: The procedure described in Example 9 was repeated, except that methyl triphenylphosphonium bromide (0.57 g; 1.61 mmol), n-butyl lithium in n-hexane (1.56 M: 1.0 ml; 1.61 mmol), and Compound 13 (0.33 g; 1.07 mmol) were used, to thereby yield 0.15 g of the target compound (yield: 45.6%). The yield is 45.6%. The reactants are C(CCC)[Li] (n-butyl lithium), CCCCCC (n-hexane), C1(CC1)N(C\C=C\C#CC(C)(C)C)CC=1C=C(C=CC1)C(C)=O (trans-3′-[N-Cyclopropyl-N-(6,6-dimethyl-2-hepten-4-ynyl)aminomethyl]acetophenone). Starting materials: CC(=O)[O-], CC(=O)[O-], O=C([O-])[O-], COC(=O)c1cncc(Br)c1, Cc1ccccc1, [Cs+], [Cs+], CCCc1c(OCc2cccc(N)c2)ccc(C(C)=O)c1O, O=C(O)CC(O)(CC(=O)O)C(=O)O, [Pd+2], c1ccc(P(c2ccccc2)c2ccc3ccccc3c2-c2c(P(c3ccccc3)c3ccccc3)ccc3ccccc23)cc1. Yields the product CCCc1c(OCc2cccc(Nc3cncc(C(=O)OC)c3)c2)ccc(C(C)=O)c1O. RXN SMILES: [C:106]([O-:107])(=[O:108])[CH3:109].[C:111]([O-:112])(=[O:113])[CH3:114].[C:34](=[O:35])([O-:36])[O-:37].[CH3:23][O:24][C:25]([c:26]1[cH:27][n:28][cH:29][c:30]([Br:32])[cH:31]1)=[O:33].[CH3:99][c:100]1[cH:101][cH:102][cH:103][cH:104][cH:105]1.[Cs+:38].[Cs+:39].[NH2:1][c:2]1[cH:3][c:4]([CH2:5][O:6][c:7]2[c:8]([CH2:17][CH2:18][CH3:19])[c:9]([OH:16])[c:10]([C:13]([CH3:14])=[O:15])[cH:11][cH:12]2)[cH:20][cH:21][cH:22]1.[OH:86][C:87]([CH2:88][C:89]([C:90](=[O:91])[OH:92])([CH2:93][C:94](=[O:95])[OH:96])[OH:97])=[O:98].[Pd+2:110].[cH:40]1[cH:41][cH:42][c:43]([P:44]([c:45]2[cH:46][cH:47][c:48]3[c:49]([cH:50][cH:51][cH:52][cH:53]3)[c:54]2-[c:55]2[c:56]3[c:57]([cH:58][cH:59][cH:60][cH:61]3)[cH:62][cH:63][c:64]2[P:65]([c:66]2[cH:67][cH:68][cH:69][cH:70][cH:71]2)[c:72]2[cH:73][cH:74][cH:75][cH:76][cH:77]2)[c:78]2[cH:79][cH:80][cH:81][cH:82][cH:83]2)[cH:84][cH:85]1>>[NH:1]([c:2]1[cH:3][c:4]([CH2:5][O:6][c:7]2[c:8]([CH2:17][CH2:18][CH3:19])[c:9]([OH:16])[c:10]([C:13]([CH3:14])=[O:15])[cH:11][cH:12]2)[cH:20][cH:21][cH:22]1)[c:30]1[cH:29][n:28][cH:27][c:26]([C:25]([O:24][CH3:23])=[O:33])[cH:31]1. Starting materials: CCC1(CCC(=O)NC1=O)C2=CC=C(C=C2)N.C(C)(=O)[O-] (AG-1 acetate), C1=CC=C2C(=C1)C(=O)C(C2=O)(O)O (ninhydrin), ice, N1C(C(NCC1)C(=O)O)C(=O)O (piperazine-2,3-dicarboxylic acid), BrC1=CC=C(C(=O)Cl)C=C1 (4-bromobenzoyl chloride). Run in C(C)(=O)O (acetic acid), [OH-].[Na+] (sodium hydroxide). Conditions: time 2 hour. Yields the product BrC1=CC=C(C(=O)N2C(C(NCC2)C(=O)O)C(=O)O)C=C1 (4-(4-bromobenzoyl)-piperazine-2,3-dicarboxylic acid). The yield is 22.4%. RXN SMILES: [NH:1]1[CH2:6][CH2:5][NH:4][CH:3]([C:7]([OH:9])=[O:8])[CH:2]1[C:10]([OH:12])=[O:11].[Br:13][C:14]1[CH:22]=[CH:21][C:17]([C:18](Cl)=[O:19])=[CH:16][CH:15]=1.CCC1(C2C=CC(N)=CC=2)C(=O)NC(=O)CC1.C([O-])(=O)C.C1C=C2C(C(O)(O)C(=O)C2=CC=1)=O>[OH-].[Na+].C(O)(=O)C>[Br:13][C:14]1[CH:22]=[CH:21][C:17]([C:18]([N:1]2[CH2:6][CH2:5][NH:4][CH:3]([C:7]([OH:9])=[O:8])[CH:2]2[C:10]([OH:12])=[O:11])=[O:19])=[CH:16][CH:15]=1 |f:2.3,5.6|. Procedure details: ##STR11## To an ice cold solution of piperazine-2,3-dicarboxylic acid (1.74 g/0.01 mole) in aqueous sodium hydroxide (1.2 g/20 ml) was added 4-bromobenzoyl chloride (2.2 g/0.01 mole) over 30 min. The resulting solution was stirred at 0° for 2 h, then allowed to warm to room temperature overnight. The solution was applied to a column of Dowex AG-1-acetate resin and the ninhydrin positive fractions of the 3M acetic acid eluate were combined and evaporated to dryness. Recrystallization of the resid...